From a dataset of the Open Reaction Database (ORD), a public repository of structured organic reaction records. describe an organic reaction: reactants, conditions, products, and yield Reactants: C1CCNCC1, CC(C)=O, Cl, Cc1cc(Cl)cc(N)[n+]1[O-], O. Product: Cc1cc(N2CCCCC2)cc(N)[n+]1[O-]. Reaction SMILES: [CH2:12]1[CH2:13][CH2:14][NH:15][CH2:16][CH2:17]1.[CH3:19][C:20](=[O:21])[CH3:22].[ClH:1].[NH2:2][c:3]1[n+:4]([O-:11])[c:5]([CH3:10])[cH:6][c:7]([Cl:9])[cH:8]1.[OH2:18]>>[NH2:2][c:3]1[n+:4]([O-:11])[c:5]([CH3:10])[cH:6][c:7]([N:15]2[CH2:14][CH2:13][CH2:12][CH2:17][CH2:16]2)[cH:8]1. Starting materials: C1COCCO1, COc1ncc(-c2cc(-c3nnc(CN4CCCOCC4)o3)c3cnn(S(=O)(=O)c4ccccc4)c3c2)cc1NS(C)(=O)=O, [Na+], [OH-]. Product: COc1ncc(-c2cc(-c3nnc(CN4CCCOCC4)o3)c3cn[nH]c3c2)cc1NS(C)(=O)=O. As a reaction SMILES: [CH2:47]1[O:48][CH2:49][CH2:50][O:51][CH2:52]1.[CH3:1][O:2][c:3]1[n:4][cH:5][c:6](-[c:14]2[cH:15][c:16](-[c:32]3[o:33][c:34]([CH2:37][N:38]4[CH2:39][CH2:40][O:41][CH2:42][CH2:43][CH2:44]4)[n:35][n:36]3)[c:17]3[cH:18][n:19][n:20]([S:23]([c:24]4[cH:25][cH:26][cH:27][cH:28][cH:29]4)(=[O:30])=[O:31])[c:21]3[cH:22]2)[cH:7][c:8]1[NH:9][S:10](=[O:11])(=[O:12])[CH3:13].[Na+:46].[OH-:45]>>[CH3:1][O:2][c:3]1[n:4][cH:5][c:6](-[c:14]2[cH:15][c:16](-[c:32]3[o:33][c:34]([CH2:37][N:38]4[CH2:39][CH2:40][O:41][CH2:42][CH2:43][CH2:44]4)[n:35][n:36]3)[c:17]3[cH:18][n:19][nH:20][c:21]3[cH:22]2)[cH:7][c:8]1[NH:9][S:10](=[O:11])(=[O:12])[CH3:13].